Dataset: the Open Reaction Database (ORD), a public repository of structured organic reaction records. Task: describe an organic reaction: reactants, conditions, products, and yield Reactants: C[Si](C)(C)[N-][Si](C)(C)C.[Li+] (lithium bis(trimethylsilyl)amide), COC1=CC=C(CI)C=C1 (p-methoxybenzyl iodide), C(C)(C)OC(C)C (diisopropyl ether), C(=O)(OC(C)(C)C)N[C@@H](CC1=CC=CC=C1)[C@@H]1CCC(O1)=O (5(S)-[1(S)-(Boc-amino)-2-phenylethyl]-dihydrofuran-2-(3H)-one). Solvent: C1CCOC1 (THF), CCCCCC.C(C)(=O)OCC (hexane ethyl acetate), C1CCOC1 (THF), C1CCOC1 (THF). Product: C(=O)(OC(C)(C)C)N[C@@H](CC1=CC=CC=C1)[C@@H]1C[C@H](C(O1)=O)CC1=CC=C(C=C1)OC (5(S)-[1(S)-(Boc-amino)-2-phenyl-ethyl]-3(R)-(p-methoxy-phenylmethyl)-dihydrofuran-2-(3H)-one). RXN SMILES: [C:1]([NH:8][C@H:9]([C@H:17]1[O:21][C:20](=[O:22])[CH2:19][CH2:18]1)[CH2:10][C:11]1[CH:16]=[CH:15][CH:14]=[CH:13][CH:12]=1)([O:3][C:4]([CH3:7])([CH3:6])[CH3:5])=[O:2].C[Si]([N-][Si](C)(C)C)(C)C.[Li+].[CH3:33][O:34][C:35]1[CH:42]=[CH:41][C:38]([CH2:39]I)=[CH:37][CH:36]=1.C(OC(C)C)(C)C>C1COCC1.CCCCCC.C(OCC)(=O)C>[C:1]([NH:8][C@H:9]([C@H:17]1[O:21][C:20](=[O:22])[C@H:19]([CH2:39][C:38]2[CH:41]=[CH:42][C:35]([O:34][CH3:33])=[CH:36][CH:37]=2)[CH2:18]1)[CH2:10][C:11]1[CH:16]=[CH:15][CH:14]=[CH:13][CH:12]=1)([O:3][C:4]([CH3:6])([CH3:7])[CH3:5])=[O:2] |f:1.2,6.7|. Procedure: 2.98 g (9.74 mmol) of 5(S)-[1(S)-(Boc-amino)-2-phenylethyl]-dihydrofuran-2-(3H)-one dissolved in 40 ml of THF are deprotonated at -75° C. with 19.5 ml of lithium bis(trimethylsilyl)amide 1M in THF and alkylated with 2.9 g (11.7 mmol) of p-methoxybenzyl iodide in 20 ml of THF (45 min). Column chromatography (SiO2, hexane/ethyl acetate 2:1) and digestion using diisopropyl ether yield the pure title compound; TLC Rf (D)=0.32; tRet (I)=16.7 min.